This data is from the Open Reaction Database (ORD), a public repository of structured organic reaction records. The task is: describe an organic reaction: reactants, conditions, products, and yield The reactants are N[C@H]1[C@@H](C(OC2=C1C=C(C=C2)S(=O)(=O)C(F)(F)F)(C)C)O (trans-4-amino-3,4-dihydro-2,2-dimethyl-6-trifluoromethylsulfonyl-2H-1-benzopyran-3-ol), C(=O)C1=C(C(=O)OC)C(=CC=C1)[N+](=O)[O-] (methyl 2-formyl-6-nitrobenzoate), C(#N)[BH3-].[Na+] (sodium cyanoborohydride). Reagents/catalysts: [Cl-].[Zn+2].[Cl-] (zinc chloride). Product: CC1(OC2=C([C@H]([C@@H]1O)N1C(C3=C(C=CC=C3C1)[N+](=O)[O-])=O)C=C(C=C2)S(=O)(=O)C(F)(F)F)C (trans-3,4-Dihydro-2.2-dimethyl-4-(7-nitro-1-oxoisoindolin-2-yl)-6-trifluoromethylsulfonyl-2H-1-benzopyran-3-ol). Isolated yield 80.2%. RXN SMILES: [NH2:1][C@@H:2]1[C:7]2[CH:8]=[C:9]([S:12]([C:15]([F:18])([F:17])[F:16])(=[O:14])=[O:13])[CH:10]=[CH:11][C:6]=2[O:5][C:4]([CH3:20])([CH3:19])[C@H:3]1[OH:21].[CH:22]([C:24]1[CH:33]=[CH:32][CH:31]=[C:30]([N+:34]([O-:36])=[O:35])[C:25]=1[C:26](OC)=[O:27])=O.C([BH3-])#N.[Na+]>[Cl-].[Zn+2].[Cl-]>[CH3:20][C:4]1([CH3:19])[C@@H:3]([OH:21])[C@H:2]([N:1]2[CH2:22][C:24]3[C:25](=[C:30]([N+:34]([O-:36])=[O:35])[CH:31]=[CH:32][CH:33]=3)[C:26]2=[O:27])[C:7]2[CH:8]=[C:9]([S:12]([C:15]([F:17])([F:18])[F:16])(=[O:14])=[O:13])[CH:10]=[CH:11][C:6]=2[O:5]1 |f:2.3,4.5.6|. Procedure: Following the procedure and working up described in Example 10, but using 0.326 g of trans-4-amino-3,4-dihydro-2,2-dimethyl-6-trifluoromethylsulfonyl-2H-1-benzopyran-3-ol (prepared from its hydrochloride, in turn prepared as described in Preparation 9), 0.224 g of methyl 2-formyl-6-nitrobenzoate, 0.164 g of zinc chloride and 0.075 g of sodium cyanoborohydride, 0.391 g of the title compound, melting at 283°-284° C., were obtained. The reactants are C1CCOC1, Cc1onc(-c2ccccc2)c1CO, COC(=O)c1cnc(OCc2c(-c3ccc(F)cn3)noc2C)cn1, CO, Cc1onc(-c2ccc(F)cn2)c1CO, [Li+], [OH-], O, O. Product: Cc1onc(-c2ccc(F)cn2)c1COc1cnc(C(=O)O)cn1. RXN SMILES: [CH2:58]1[O:59][CH2:60][CH2:61][CH2:62]1.[CH3:16][c:17]1[o:18][n:19][c:20](-[c:21]2[cH:22][cH:23][cH:24][cH:25][cH:26]2)[c:27]1[CH2:28][OH:29].[CH3:30][O:31][C:32](=[O:33])[c:34]1[n:35][cH:36][c:37]([O:40][CH2:41][c:42]2[c:43](-[c:48]3[n:49][cH:50][c:51]([F:54])[cH:52][cH:53]3)[n:44][o:45][c:46]2[CH3:47])[n:38][cH:39]1.[CH3:64][OH:65].[F:1][c:2]1[cH:3][cH:4][c:5](-[c:6]2[c:7]([CH2:8][OH:9])[c:10]([CH3:11])[o:12][n:13]2)[n:14][cH:15]1.[Li+:57].[OH-:56].[OH2:55].[OH2:63]>>[O:31]=[C:32]([OH:33])[c:34]1[n:35][cH:36][c:37]([O:40][CH2:41][c:42]2[c:43](-[c:48]3[n:49][cH:50][c:51]([F:54])[cH:52][cH:53]3)[n:44][o:45][c:46]2[CH3:47])[n:38][cH:39]1.